This data is from the Open Reaction Database (ORD), a public repository of structured organic reaction records. The task is: describe an organic reaction: reactants, conditions, products, and yield The reactants are C[O-], CO, [Na+], CC(=O)OCCOCn1cnc2cccnc21. Product: OCCOCn1cnc2cccnc21. Reaction SMILES: [CH3:18][O-:19].[CH3:21][OH:22].[Na+:20].[n:1]1[cH:2][n:3]([CH2:10][O:11][CH2:12][CH2:13][O:14][C:15](=[O:16])[CH3:17])[c:4]2[n:5][cH:6][cH:7][cH:8][c:9]12>>[n:1]1[cH:2][n:3]([CH2:10][O:11][CH2:12][CH2:13][OH:14])[c:4]2[n:5][cH:6][cH:7][cH:8][c:9]12. The reactants are C=1N=C(C2=C(N1)N(C=N2)[C@H]3[C@@H]([C@@H]([C@H](O3)COP(=O)(O)OP(=O)(O)OC[C@@H]4[C@H]([C@H]([C@@H](O4)N5C=CCC(=C5)C(=O)N)O)O)O)O)N (NADH), C=1N=C(C2=C(N1)N(C=N2)[C@H]3[C@@H]([C@@H]([C@H](O3)COP(=O)(O)OP(=O)(O)OC[C@@H]4[C@H]([C@H]([C@@H](O4)N5C=CCC(=C5)C(=O)N)O)O)O)OP(=O)(O)O)N (NADPH), [C-]#N (cyanide), C=1N=C(C2=C(N1)N(C=N2)[C@H]3[C@@H]([C@@H]([C@H](O3)COP(=O)(O)OP(=O)(O)OC[C@@H]4[C@H]([C@H]([C@@H](O4)N5C=CCC(=C5)C(=O)N)O)O)O)O)N (NADH), C(C)(C)(C)OO (tBuOOH), C(C)(C)(C)OO (tBuOOH), C=1N=C(C2=C(N1)N(C=N2)[C@H]3[C@@H]([C@@H]([C@H](O3)COP(=O)(O)OP(=O)(O)OC[C@@H]4[C@H]([C@H]([C@@H](O4)N5C=CCC(=C5)C(=O)N)O)O)O)OP(=O)(O)O)N (NADPH). Yields the product [C-]#N (cyanide), C1=CC(=C[N+](=C1)[C@H]2[C@@H]([C@@H]([C@H](O2)COP(=O)(O)OP(=O)(O)OC[C@@H]3[C@H]([C@H]([C@@H](O3)N4C=NC5=C4N=CN=C5N)OP(=O)(O)O)O)O)O)C(=O)N (NADP), C=1N=C(C2=C(N1)N(C=N2)[C@H]3[C@@H]([C@@H]([C@H](O3)COP(=O)(O)OP(=O)(O)OC[C@@H]4[C@H]([C@H]([C@@H](O4)N5C=CCC(=C5)C(=O)N)O)O)O)O)N (NADH), C=1N=C(C2=C(N1)N(C=N2)[C@H]3[C@@H]([C@@H]([C@H](O3)COP(=O)(O)OP(=O)(O)OC[C@@H]4[C@H]([C@H]([C@@H](O4)N5C=CCC(=C5)C(=O)N)O)O)O)OP(=O)(O)O)N (NADPH). Reaction SMILES: C(OO)(C)(C)C.[CH:7]1[N:8]=[C:9]([NH2:54])[C:10]2[N:15]=[CH:14][N:13]([C@@H:16]3[O:20][C@H:19]([CH2:21][O:22][P:23]([O:26][P:27]([O:30][CH2:31][C@H:32]4[O:36][C@@H:35]([N:37]5[CH:42]=[C:41]([C:43]([NH2:45])=[O:44])[CH2:40][CH:39]=[CH:38]5)[C@H:34]([OH:46])[C@@H:33]4[OH:47])([OH:29])=[O:28])([OH:25])=[O:24])[C@@H:18]([OH:48])[C@H:17]3[O:49][P:50]([OH:53])([OH:52])=[O:51])[C:11]=2[N:12]=1.[CH:55]1[N:56]=[C:57]([NH2:98])[C:58]2[N:63]=[CH:62][N:61]([C@@H:64]3[O:68][C@H:67]([CH2:69][O:70][P:71]([O:74][P:75]([O:78][CH2:79][C@H:80]4[O:84][C@@H:83]([N:85]5[CH:90]=[C:89]([C:91]([NH2:93])=[O:92])[CH2:88][CH:87]=[CH:86]5)[C@H:82]([OH:94])[C@@H:81]4[OH:95])([OH:77])=[O:76])([OH:73])=[O:72])[C@@H:66]([OH:96])[C@H:65]3[OH:97])[C:59]=2[N:60]=1.[C-]#N>>[C-:7]#[N:8].[CH:39]1[CH:38]=[N+:37]([C@@H:35]2[O:36][C@H:32]([CH2:31][O:30][P:27]([O:26][P:23]([O:22][CH2:21][C@H:19]3[O:20][C@@H:16]([N:13]4[C:11]5[N:12]=[CH:7][N:8]=[C:9]([NH2:54])[C:10]=5[N:15]=[CH:14]4)[C@H:17]([O:49][P:50]([OH:52])([OH:53])=[O:51])[C@@H:18]3[OH:48])([OH:25])=[O:24])([OH:29])=[O:28])[C@@H:33]([OH:47])[C@H:34]2[OH:46])[CH:42]=[C:41]([C:43]([NH2:45])=[O:44])[CH:40]=1.[CH:55]1[N:56]=[C:57]([NH2:98])[C:58]2[N:63]=[CH:62][N:61]([C@@H:64]3[O:68][C@H:67]([CH2:69][O:70][P:71]([O:74][P:75]([O:78][CH2:79][C@H:80]4[O:84][C@@H:83]([N:85]5[CH:90]=[C:89]([C:91]([NH2:93])=[O:92])[CH2:88][CH:87]=[CH:86]5)[C@H:82]([OH:94])[C@@H:81]4[OH:95])([OH:77])=[O:76])([OH:73])=[O:72])[C@@H:66]([OH:96])[C@H:65]3[OH:97])[C:59]=2[N:60]=1.[CH:7]1[N:8]=[C:9]([NH2:54])[C:10]2[N:15]=[CH:14][N:13]([C@@H:16]3[O:20][C@H:19]([CH2:21][O:22][P:23]([O:26][P:27]([O:30][CH2:31][C@H:32]4[O:36][C@@H:35]([N:37]5[CH:42]=[C:41]([C:43]([NH2:45])=[O:44])[CH2:40][CH:39]=[CH:38]5)[C@H:34]([OH:46])[C@@H:33]4[OH:47])([OH:29])=[O:28])([OH:25])=[O:24])[C@@H:18]([OH:48])[C@H:17]3[O:49][P:50]([OH:53])([OH:52])=[O:51])[C:11]=2[N:12]=1. Procedure: Male C57 B 1/6 mice, 8 months old, were treated ICV with tBuOOH (110 mg/kg) and maintained for 2, 5, 20 or 120 minutes. Anesthetized tBuOOH treated mice were immersed in liquid nitrogen to freeze their brains. The frozen brains were removed and dissected over dry ice. The brain regions were homogenized and analyzed by HPLC to determine NAD, NADH, NADP and NADPH levels as described previously. It is very important to stabilize the pyridine dinucleotides to prevent artifactual oxidation. NAD and N... Starting materials: O=C([O-])[O-], CC(C)=O, CCCCCC, CC(C)I, [K+], [K+], O=S1(=O)c2ccccc2Oc2cc(O)ccc21. Product: CC(C)Oc1ccc2c(c1)Oc1ccccc1S2(=O)=O. Reaction SMILES: [C:18](=[O:19])([O-:20])[O-:21].[CH3:28][C:29](=[O:30])[CH3:31].[CH3:32][CH2:33][CH2:34][CH2:35][CH2:36][CH3:37].[I:24][CH:25]([CH3:26])[CH3:27].[K+:22].[K+:23].[OH:1][c:2]1[cH:3][cH:4][c:5]2[c:14]([cH:15]1)[O:13][c:12]1[c:7]([cH:8][cH:9][cH:10][cH:11]1)[S:6]2(=[O:16])=[O:17]>>[O:1]([c:2]1[cH:3][cH:4][c:5]2[c:14]([cH:15]1)[O:13][c:12]1[c:7]([cH:8][cH:9][cH:10][cH:11]1)[S:6]2(=[O:16])=[O:17])[CH:25]([CH3:26])[CH3:27]. Reactants: CCOC(=O)C (EtOAc), bis(triphenylphosphane)palladium (II) chloride, BrC1=NC=C(C=C1)Br (2,5-dibromopyridine), C(C)(C)(C)[Si](C)(C)C#C (tert-butylethynyldimethylsilane). Reagents/catalysts: [Cu]I (CuI). Solvent: C1CCOC1 (THF), C(C)N(CC)CC (triethylamine). Run at temperature 0 celsius, time 30 minute. The product is BrC=1C=CC(=NC1)C#C[Si](C)(C)C(C)(C)C (5-bromo-2-[(tert-butyldimethylsilanyl)ethynyl]pyridine). RXN SMILES: Br[C:2]1[CH:7]=[CH:6][C:5]([Br:8])=[CH:4][N:3]=1.[C:9]([Si:13]([C:16]#[CH:17])([CH3:15])[CH3:14])([CH3:12])([CH3:11])[CH3:10].CCOC(C)=O>C1COCC1.C(N(CC)CC)C.[Cu]I>[Br:8][C:5]1[CH:6]=[CH:7][C:2]([C:17]#[C:16][Si:13]([C:9]([CH3:12])([CH3:11])[CH3:10])([CH3:15])[CH3:14])=[N:3][CH:4]=1. Procedure details: Under an argon atmosphere 0.80 g (4.20 mmol) of CuI and 2.90 g (4.13 mmol) of bis(triphenylphosphane)palladium (II) chloride were added to a solution of 49.90 g (201.0 mmol) of 2,5-dibromopyridine and 43.0 mL (225.6 mmol) of tert-butylethynyldimethylsilane in 500 mL of dry THF and 120 mL of triethylamine at −7° C. and the mixture was stirred for 30 minutes at 0° C. The reaction mixture was stirred for a further 3.5 hours at RT, then filtered and the filtrate was evaporated down in vacuo. The res...